From a dataset of the Open Reaction Database (ORD), a public repository of structured organic reaction records. describe an organic reaction: reactants, conditions, products, and yield Reactants: C(C)OC(=O)C1CC2=C(NC=3C=CC(=CC23)OC)C1 (1,2,3,4-tetrahydro-7-methoxycyclopent[b]indole-2-carboxylic acid ethyl ester), [H-].[Na+] (sodium hydride), CI (methyl iodide), O (water). Run in CN(C=O)C (dimethylformamide), CN(C=O)C (dimethylformamide). Run at time 2 hour. Yields the product C(C)OC(=O)C1CC2=C(N(C=3C=CC(=CC23)OC)C)C1 (1,2,3,4-Tetrahydro-4-methyl-7-methoxycyclopent[b]indole-2-carboxylic acid ethyl ester). Isolated yield 91.5%. Reaction SMILES: [CH2:1]([O:3][C:4]([CH:6]1[CH2:19][C:9]2[NH:10][C:11]3[CH:12]=[CH:13][C:14]([O:17][CH3:18])=[CH:15][C:16]=3[C:8]=2[CH2:7]1)=[O:5])[CH3:2].[H-].[Na+].[CH3:22]I.O>CN(C)C=O>[CH2:1]([O:3][C:4]([CH:6]1[CH2:19][C:9]2[N:10]([CH3:22])[C:11]3[CH:12]=[CH:13][C:14]([O:17][CH3:18])=[CH:15][C:16]=3[C:8]=2[CH2:7]1)=[O:5])[CH3:2] |f:1.2|. Reported procedure: To a solution of 1,2,3,4-tetrahydro-7-methoxycyclopent[b]indole-2-carboxylic acid ethyl ester (10 g, 0.04 mole) in 75 ml of dimethylformamide, was added sodium hydride (1.7 g, 60% in oil, 0.043 mole). After stirring at ambient temperature for two hours, a solution of methyl iodide (2.7 ml, 0.043 mole) in dimethylformamide (10 ml) was added, and the mixture was stirred at 70° C. for five hours. After cooling, the mixture was poured into 200 ml of water, stirred for five minutes, and extracted wit...